Dataset: the Open Reaction Database (ORD), a public repository of structured organic reaction records. Task: describe an organic reaction: reactants, conditions, products, and yield Reactants: NNC(=O)c1ccccc1, COCCN1C(=O)C(=O)c2ccc(OC)cc21. Yields the product COCCN1C(=O)C(=NNC(=O)c2ccccc2)c2ccc(OC)cc21. RXN SMILES: [C:18]([c:19]1[cH:20][cH:21][cH:22][cH:23][cH:24]1)(=[O:25])[NH:26][NH2:27].[CH3:1][O:2][c:3]1[cH:4][cH:5][c:6]2[c:10]([cH:11]1)[N:9]([CH2:12][CH2:13][O:14][CH3:15])[C:8](=[O:16])[C:7]2=[O:17]>>[CH3:1][O:2][c:3]1[cH:4][cH:5][c:6]2[c:10]([cH:11]1)[N:9]([CH2:12][CH2:13][O:14][CH3:15])[C:8](=[O:16])[C:7]2=[N:27][NH:26][C:18]([c:19]1[cH:20][cH:21][cH:22][cH:23][cH:24]1)=[O:25]. The reactants are C(C)(=O)O[BH-](OC(C)=O)OC(C)=O.[Na+] (Sodium triacetoxyborohydride), C(CC(O)(C(=O)O)CC(=O)O)(=O)O (citric acid), NC1=CC(=C(C=C1)CCC(=O)OCC)F (ethyl 3-(4-amino-2-fluorophenyl)propanoate), C(C)N(C(COC1=CC(=C(C(=C1)C)C1=CC(=CC=C1)C=O)C)=O)CC (N,N-diethyl-2-[(3′-formyl-2,6-dimethylbiphenyl-4-yl)oxy]acetamide), C(C)(=O)O (acetic acid). The solvent is O (Water), ClCCCl (1,2-dichloroethane). Conditions: time 3 hour. Yields the product C(C)N(C(COC1=CC(=C(C(=C1)C)C1=CC(=CC=C1)CNC1=CC(=C(C=C1)CCC(=O)OCC)F)C)=O)CC (ethyl 3-{4-[({4′-[2-(diethylamino)-2-oxoethoxy]-2′,6′-dimethylbiphenyl-3-yl}methyl)amino]-2-fluorophenyl}propanoate). Isolated yield 85.5%. Reaction SMILES: [NH2:1][C:2]1[CH:7]=[CH:6][C:5]([CH2:8][CH2:9][C:10]([O:12][CH2:13][CH3:14])=[O:11])=[C:4]([F:15])[CH:3]=1.[CH2:16]([N:18]([CH2:39][CH3:40])[C:19](=[O:38])[CH2:20][O:21][C:22]1[CH:27]=[C:26]([CH3:28])[C:25]([C:29]2[CH:34]=[CH:33][CH:32]=[C:31]([CH:35]=O)[CH:30]=2)=[C:24]([CH3:37])[CH:23]=1)[CH3:17].C(O)(=O)C.C(O[BH-](OC(=O)C)OC(=O)C)(=O)C.[Na+].C(O)(=O)CC(CC(O)=O)(C(O)=O)O>ClCCCl.O>[CH2:39]([N:18]([CH2:16][CH3:17])[C:19](=[O:38])[CH2:20][O:21][C:22]1[CH:27]=[C:26]([CH3:28])[C:25]([C:29]2[CH:34]=[CH:33][CH:32]=[C:31]([CH2:35][NH:1][C:2]3[CH:7]=[CH:6][C:5]([CH2:8][CH2:9][C:10]([O:12][CH2:13][CH3:14])=[O:11])=[C:4]([F:15])[CH:3]=3)[CH:30]=2)=[C:24]([CH3:37])[CH:23]=1)[CH3:40] |f:3.4|. Procedure: To a solution of ethyl 3-(4-amino-2-fluorophenyl)propanoate (0.496 g, 2.35 mmol) and N,N-diethyl-2-[(3′-formyl-2,6-dimethylbiphenyl-4-yl)oxy]acetamide (0.725 g, 2.14 mmol) in 1,2-dichloroethane (10 mL) was added acetic acid (0.245 mL, 4.28 mmol), and the mixture was stirred at room temperature for 3 hr. Sodium triacetoxyborohydride (0.907 q, 4.28 mmol) was added to the reaction mixture, and the mixture was stirred at room temperature for 15 hr. Water and 10% aqueous citric acid solution were add... Reactants: C(C)OC(C(C(=O)OCC)(CC1=C2N=C(C(=NC2=CC(=C1)[N+](=O)[O-])OC)OC)NC(C)=O)=O (2-acetylamino-2-(2,3-dimethoxy-7-nitro-quinoxalin-5-ylmethyl)-malonic acid diethyl ester). Solvent: Cl (hydrochloric acid). The product is NC(C(=O)O)CC1=C2NC(C(NC2=CC(=C1)[N+](=O)[O-])=O)=O (2-Amino-3-(7-nitro-2,3-dioxo-1,2,3,4-tetrahydro-quinoxalin-5-yl)-propionic acid). Reaction SMILES: C([O:3][C:4](=[O:33])[C:5]([NH:29]C(=O)C)([CH2:11][C:12]1[CH:21]=[C:20]([N+:22]([O-:24])=[O:23])[CH:19]=[C:18]2[C:13]=1[N:14]=[C:15]([O:27]C)[C:16]([O:25]C)=[N:17]2)C(OCC)=O)C>Cl>[NH2:29][CH:5]([CH2:11][C:12]1[CH:21]=[C:20]([N+:22]([O-:24])=[O:23])[CH:19]=[C:18]2[C:13]=1[NH:14][C:15](=[O:27])[C:16](=[O:25])[NH:17]2)[C:4]([OH:33])=[O:3]. Procedure details: A suspension of 0.29 g (0.62 mmol) of 2-acetylamino-2-(2,3-dimethoxy-7-nitro-quinoxalin-5-ylmethyl)-malonic acid diethyl ester in 6 ml of 6N hydrochloric acid is heated at reflux for 24 hours and then concentrated to dryness under reduced pressure. After boiling the residue up with water, centrifugation and drying, the title compound is obtained in the form of a yellow powder. Starting materials: CO, Cl, [H][H], Cc1nccn1N=Cc1cc(C(C)(C)C)c(O)c(C(C)(C)C)c1, [Pd]. The product is Cc1nccn1NCc1cc(C(C)(C)C)c(O)c(C(C)(C)C)c1. As a reaction SMILES: [CH3:27][OH:28].[ClH:24].[H:25][H:26].[OH:1][c:2]1[c:3]([C:20]([CH3:21])([CH3:22])[CH3:23])[cH:4][c:5]([CH:6]=[N:7][n:8]2[c:9]([CH3:13])[n:10][cH:11][cH:12]2)[cH:14][c:15]1[C:16]([CH3:17])([CH3:18])[CH3:19].[Pd:29]>>[OH:1][c:2]1[c:3]([C:20]([CH3:21])([CH3:22])[CH3:23])[cH:4][c:5]([CH2:6][NH:7][n:8]2[c:9]([CH3:13])[n:10][cH:11][cH:12]2)[cH:14][c:15]1[C:16]([CH3:17])([CH3:18])[CH3:19].